From a dataset of the Open Reaction Database (ORD), a public repository of structured organic reaction records. describe an organic reaction: reactants, conditions, products, and yield Reactants: COC=1C=C(C(=O)N2CC(CC2)(C2=CC=C(C=C2)Cl)CCCS(=O)(=O)[O-])C=C(C1OC)OC (2-[1-(3,4,5-trimethoxy-benzoyl)-3-(4-chloro-phenyl)-pyrrolidin-3-yl]-ethyl-methanesulfonate), Cl.C1(=CC=CC=C1)C1(CCNCC1)C(=O)N (4-phenyl-piperidine-4-carboxylic acid amide hydrochloride). The product is ClC1=CC=C(C=C1)C1(CN(CC1)C(C1=CC(=C(C(=C1)OC)OC)OC)=O)CCN1CCC(CC1)(C(=O)N)C1=CC=CC=C1 (1-[2-[3-(4-chloro-phenyl)-1-(3,4,5-trimethoxy-benzoyl)-pyrrolidin-3-yl]-ethyl]-4-phenyl-piperidine-4-carboxylic acid amide). As a reaction SMILES: [CH3:1][O:2][C:3]1[CH:4]=[C:5]([CH:27]=[C:28]([O:32][CH3:33])[C:29]=1[O:30][CH3:31])[C:6]([N:8]1[CH2:12][CH2:11][C:10]([CH2:20][CH2:21]CS([O-])(=O)=O)([C:13]2[CH:18]=[CH:17][C:16]([Cl:19])=[CH:15][CH:14]=2)[CH2:9]1)=[O:7].Cl.[C:35]1([C:41]2([C:47]([NH2:49])=[O:48])[CH2:46][CH2:45][NH:44][CH2:43][CH2:42]2)[CH:40]=[CH:39][CH:38]=[CH:37][CH:36]=1>>[Cl:19][C:16]1[CH:15]=[CH:14][C:13]([C:10]2([CH2:20][CH2:21][N:44]3[CH2:43][CH2:42][C:41]([C:35]4[CH:36]=[CH:37][CH:38]=[CH:39][CH:40]=4)([C:47]([NH2:49])=[O:48])[CH2:46][CH2:45]3)[CH2:11][CH2:12][N:8]([C:6](=[O:7])[C:5]3[CH:27]=[C:28]([O:32][CH3:33])[C:29]([O:30][CH3:31])=[C:3]([O:2][CH3:1])[CH:4]=3)[CH2:9]2)=[CH:18][CH:17]=1 |f:1.2|. Procedure: Prepare by the method of Example 88.6 using 2-[1-(3,4,5-trimethoxy-benzoyl)-3-(4-chloro-phenyl)-pyrrolidin-3-yl]-ethyl-methanesulfonate and 4-phenyl-piperidine-4-carboxylic acid amide hydrochloride to give the title compound: Rf =0.36 (silica gel, 6% methanol/dichloromethane). Starting materials: OS(=O)(=O)O.O=S(=O)=O (oleum), [N+](=O)([O-])C1=CC=C(C=C1)C (4-nitrotoluene), [N+](=O)([O-])C1=CC=C(C=C1)C (4-nitrotoluene), OS(=O)(=O)O.O=S(=O)=O (oleum), OS(=O)(=O)O.O=S(=O)=O (oleum). Run in O (water), O (water). Conditions: time 2.8 hour. The product is [N+](=O)([O-])C=1C=C(C(=CC1)C)S(=O)(=O)O (4-nitrotoluene-2-sulfonic acid). Yield: 99.2%. RXN SMILES: [N+:1]([C:4]1[CH:9]=[CH:8][C:7]([CH3:10])=[CH:6][CH:5]=1)([O-:3])=[O:2].[OH:11][S:12](O)(=[O:14])=[O:13].O=S(=O)=O>O>[N+:1]([C:4]1[CH:9]=[C:8]([S:12]([OH:14])(=[O:13])=[O:11])[C:7]([CH3:10])=[CH:6][CH:5]=1)([O-:3])=[O:2] |f:1.2|. Procedure details: After 2.8 hours of operation, the cascade reaction train was shut down, including 4-nitrotoluene, oleum, and water flows. The molten sulfonation mass in the first three reactors was allowed to solidify. Several days later, the reactors were heated to about 105°-115° C. The reactant feeds were restarted using oleum with an 82.7% free SO3 assay. The 4-nitrotoluene and oleum flows were set at 4.18 g/min and 3.4 g/min (SO3 excess 15%). The water flow to the fourth cascade vessel was started at 13.9 ... Reactants: [Br-], CC(C)=O, COc1cccc(CC(C)OS(C)(=O)=O)c1, [Li+]. The product is COc1cccc(CC(C)Br)c1. As a reaction SMILES: [Br-:17].[CH3:19][C:20](=[O:21])[CH3:22].[CH3:1][S:2]([O:3][CH:6]([CH2:7][c:8]1[cH:9][c:10]([O:14][CH3:15])[cH:11][cH:12][cH:13]1)[CH3:16])(=[O:4])=[O:5].[Li+:18]>>[CH:6]([CH2:7][c:8]1[cH:9][c:10]([O:14][CH3:15])[cH:11][cH:12][cH:13]1)([CH3:16])[Br:17]. Reactants: N1(CCCC1)CCNC(=O)C1=C(NC(=C1C)C=O)C (5-formyl-2,4-dimethyl-1H-pyrrole-3-carboxylic acid (2-pyrrolidin-1-yl-ethyl)-amide), OCCOC=1C=C(C=CC1)C1=C2CC(NC2=CC=C1)=O (4-[3-(2-Hydroxy-ethoxy)-phenyl]-1,3-dihydro-indol-2-one). The reagents and catalysts are N1CCCC1 (pyrrolidine). Run in C(C)O (ethanol). Yields the product N1(CCCC1)CCNC(=O)C1=C(NC(=C1C)\C=C\1/C(NC2=CC=CC(=C12)C1=CC(=CC=C1)OCCO)=O)C (5-[4-[3-(2-Hydroxy-ethoxy)phenyl]-2-oxo-1,2-dihydro-indol-(3Z)-ylidenemethyl]-2,4-dimethyl-1H-pyrrole-3-carboxylic acid (2-pyrrolidin-1-yl-ethyl)-amide). The yield is 15991.9%. Reaction SMILES: [OH:1][CH2:2][CH2:3][O:4][C:5]1[CH:6]=[C:7]([C:11]2[CH:19]=[CH:18][CH:17]=[C:16]3[C:12]=2[CH2:13][C:14](=[O:20])[NH:15]3)[CH:8]=[CH:9][CH:10]=1.[N:21]1([CH2:26][CH2:27][NH:28][C:29]([C:31]2[C:35]([CH3:36])=[C:34]([CH:37]=O)[NH:33][C:32]=2[CH3:39])=[O:30])[CH2:25][CH2:24][CH2:23][CH2:22]1>N1CCCC1.C(O)C>[N:21]1([CH2:26][CH2:27][NH:28][C:29]([C:31]2[C:35]([CH3:36])=[C:34](/[CH:37]=[C:13]3\[C:14](=[O:20])[NH:15][C:16]4[C:12]\3=[C:11]([C:7]3[CH:8]=[CH:9][CH:10]=[C:5]([O:4][CH2:3][CH2:2][OH:1])[CH:6]=3)[CH:19]=[CH:18][CH:17]=4)[NH:33][C:32]=2[CH3:39])=[O:30])[CH2:25][CH2:24][CH2:23][CH2:22]1. Reported procedure: 4-[3-(2-Hydroxy-ethoxy)-phenyl]-1,3-dihydro-indol-2-one (0.25 mg) was condensed with 5-formyl-2,4-dimethyl-1H-pyrrole-3-carboxylic acid (2-pyrrolidin-1-yl-ethyl)-amide (0.25 mmol) and pyrrolidine (2 drops) in ethanol (2 mL) at rt for overnight to give 76.4 mg (60%) of the titled compound as a yellow solid.